Dataset: the Open Reaction Database (ORD), a public repository of structured organic reaction records. Task: describe an organic reaction: reactants, conditions, products, and yield Starting materials: O=C([O-])O, CO, CCOC(C)=O, Clc1ncc(Cl)c(Cl)n1, NC(=O)C1C2C=CC(C2)C1N, [Na+], O, O, O=C(O)C(F)(F)F. Yields the product NC(=O)C1C2C=CC(C2)C1Nc1nc(Cl)ncc1Cl. Reaction SMILES: [C:19](=[O:20])([OH:21])[O-:22].[CH3:34][OH:35].[CH3:37][CH2:38][O:39][C:40](=[O:41])[CH3:42].[Cl:24][c:25]1[n:26][cH:27][c:28]([Cl:32])[c:29]([Cl:31])[n:30]1.[NH2:1][CH:2]1[CH:3]([C:9](=[O:10])[NH2:11])[CH:4]2[CH:5]=[CH:6][CH:7]1[CH2:8]2.[Na+:23].[OH2:33].[OH2:36].[OH:12][C:13]([C:14]([F:15])([F:16])[F:17])=[O:18]>>[NH:1]([CH:2]1[CH:3]([C:9](=[O:10])[NH2:11])[CH:4]2[CH:5]=[CH:6][CH:7]1[CH2:8]2)[c:29]1[c:28]([Cl:32])[cH:27][n:26][c:25]([Cl:24])[n:30]1. The reactants are C(C)(=O)OC1CC=C(C1=O)CCCCCCC(=O)O ((±)-7-[4-acetoxy-5-oxo-cyclopent-1-enyl]heptanoic acid), [N+](=[N-])=C (diazomethane). The solvent is C(C)OCC (diethyl ether), C(C)OCC (diethyl ether). Conditions: time 2.5 hour. Product: C(C)(=O)OC1CC=C(C1=O)CCCCCCC(=O)OC (methyl (±)-7-[4-acetoxy-5-oxocyclopent-1-enyl]heptanoate). Yield: 100.7%. As a reaction SMILES: [C:1]([O:4][CH:5]1[C:9](=[O:10])[C:8]([CH2:11][CH2:12][CH2:13][CH2:14][CH2:15][CH2:16][C:17]([OH:19])=[O:18])=[CH:7][CH2:6]1)(=[O:3])[CH3:2].[N+](=[CH2:22])=[N-]>C(OCC)C>[C:1]([O:4][CH:5]1[C:9](=[O:10])[C:8]([CH2:11][CH2:12][CH2:13][CH2:14][CH2:15][CH2:16][C:17]([O:19][CH3:22])=[O:18])=[CH:7][CH2:6]1)(=[O:3])[CH3:2]. Reported procedure: A solution of (±)-7-[4-acetoxy-5-oxo-cyclopent-1-enyl]heptanoic acid (1.0 g; prepared as described in Example 1) in dry diethyl ether (10 ml) was treated with a solution of diazomethane (0.32 g) in dry diethyl ether (5 ml). The reaction mixture was allowed to stand at ambient temperature for 2.5 hours. The diethyl ether and excess diazomethane were removed in vacuo to yield methyl (±)-7-[4-acetoxy-5-oxocyclopent-1-enyl]heptanoate (1.06 g). [νmax 1740 cm-1, 1720 cm-1, 1625 cm-1, 1380 cm-1, 1240 c... Starting materials: sulfonic acid, FC(S(=O)(=O)O)(F)F (trifluoromethanesulfonic acid), C (methane), CC (ethane), N(=O)C1=CC=CC=C1 (nitrosobenzene), para-nitroso-diphenylhydroxylamine. Reagents/catalysts: FC(C(=O)O)(F)F (trifluoroacetic acid). The product is [N+](=O)([O-])C1=CC=CC=C1 (nitrobenzene). Reaction SMILES: C.CC.FC(F)(F)S(O)(=O)=[O:7].[N:12]([C:14]1[CH:19]=[CH:18][CH:17]=[CH:16][CH:15]=1)=[O:13]>FC(F)(F)C(O)=O>[N+:12]([C:14]1[CH:19]=[CH:18][CH:17]=[CH:16][CH:15]=1)([O-:7])=[O:13]. Procedure: Para-nitroso-diphenylhydroxylamine is a compound which may be readily obtained by means of the catalytic dimerization of nitrosobenzene. According to a recent, especially advantageous process, the foregoing compound may be obtained with practically quantitative yield, if a sulfonic acid with a pKa ≤1, for example methane-, ethane-, or trifluoromethanesulfonic acid, or perchloric or trifluoroacetic acid is used as a catalyst (German Patent Application No. P 27 03 919). The nitrosobenzene required... Starting materials: N(=[N+]=[N-])C=1N=NC(=NN1)N=[N+]=[N-] (3,6-di(azido)-1,2,4,5-tetrazine), CC1=NN(C(=C1)C)C=1N=NC(=NN1)N1N=C(C=C1C)C (3,6-bis(3,5-dimethylpyrazol-1-yl)-1,2,4,5-tetrazine), NN.O (NH2NH2.H2O). The product is N(N)C=1N=NC(=NN1)NN (3,6-di(hydrazino)-1,2,4,5-tetrazine). As a reaction SMILES: [N:1]([C:4]1[N:5]=[N:6][C:7]([N:10]=[N+:11]=[N-])=[N:8][N:9]=1)=[N+:2]=[N-].CC1C=C(C)N(C2N=NC(N3C(C)=CC(C)=N3)=NN=2)N=1.NN.O>>[NH:1]([C:4]1[N:5]=[N:6][C:7]([NH:10][NH2:11])=[N:8][N:9]=1)[NH2:2] |f:2.3|. Reported procedure: The invention also includes a method for preparing 3,6-di(azido)-1,2,4,5-tetrazine. The method involves reacting 3,6-bis(3,5-dimethylpyrazol-1-yl)-1,2,4,5-tetrazine with NH2NH2.H2O to form 3,6-di(hydrazino)-1,2,4,5-tetrazine (DHT), then reacting the 3,6-di(hydrazino)-1,2,4,5-tetrazine with an aqueous hydrochloric acid solution of NaNO2, thereby forming a crude reaction product comprising 3,6-di(azido)-1,2,4,5-tetrazine and solid impurities, and extracting the 3,6-di(azido)-1,2,4,5-tetrazine away... The reactants are FC(CO)(C(C(C(C(C(C(F)(F)F)(F)F)(F)F)(F)F)(F)F)(F)F)F (2,2,3,3,4,4,5,5,6,6,7,7,8,8,8-pentadecafluorooctan-1-ol), ice water, ClCC1(COC1)C (3-chloromethyl-3-methyloxetane), [H-].[Na+] (sodium hydride). The solvent is CN(C=O)C (dimethylformamide), CN(C=O)C (dimethylformamide), hexanes, CN(C=O)C (dimethylformamide). Reaction conditions: time 1 hour. Product: FC(COCC1(COC1)C)(C(C(C(C(C(C(F)(F)F)(F)F)(F)F)(F)F)(F)F)(F)F)F (3-(2,2,3,3,4,4,5,5,6,6,7,7,8,8,8-pentadecafluorooctoxymethy)-3-methyloxetane). RXN SMILES: [H-].[Na+].[F:3][C:4]([F:26])([C:7]([F:25])([F:24])[C:8]([F:23])([F:22])[C:9]([F:21])([F:20])[C:10]([F:19])([F:18])[C:11]([F:17])([F:16])[C:12]([F:15])([F:14])[F:13])[CH2:5][OH:6].Cl[CH2:28][C:29]1([CH3:33])[CH2:32][O:31][CH2:30]1>CN(C)C=O>[F:3][C:4]([F:26])([C:7]([F:24])([F:25])[C:8]([F:22])([F:23])[C:9]([F:20])([F:21])[C:10]([F:18])([F:19])[C:11]([F:17])([F:16])[C:12]([F:15])([F:14])[F:13])[CH2:5][O:6][CH2:28][C:29]1([CH3:33])[CH2:32][O:31][CH2:30]1 |f:0.1|. Procedure: A dispersion of 50 weight percent sodium hydride (4.0 g, 83 mmol) in mineral oil was washed with hexanes and suspended in 200 milliliters of dimethylformamide. A solution of 30 grams of 2,2,3,3,4,4,5,5,6,6,7,7,8,8,8-pentadecafluorooctan-1-ol (75 mmol) in 50 milliliters of dimethylformamide was added over a period of 3 hours, and the resulting mixture was stirred at room temperature for one hour. Next, a solution of 9.3 grams (77 mmol) of 3-chloromethyl-3-methyloxetane in 20 milliliters of dimeth...